Dataset: the Open Reaction Database (ORD), a public repository of structured organic reaction records. Task: describe an organic reaction: reactants, conditions, products, and yield Starting materials: 4-pyridylamidoxime, CC=1C(=NC=2C1C(=C1N=C3C=CC=CC3=C1C2)C)C(=O)O (3,4-Dimethylpyrrolo[3,2-b]carbazole-2-carboxylic acid), C(=O)(C=1NC=CN1)C=1NC=CN1 (carbonyl diimidazole), [H-].[Na+] (Sodium hydride), [N-]1C=NC=C1 (imidazolide). The solvent is C1CCOC1 (THF), O1CCCC1 (tetrahydrofuran). Reaction conditions: time 2 hour. Product: CC=1C(=NC=2C1C(=C1N=C3C=CC=CC3=C1C2)C)C2=NC(=NO2)C2=CC=NC=C2 (3,4-Dimethyl-2-[3-(4-pyridyl)-1,2,4-oxadiazol-5-yl]pyrrolo[3,2-b]carbazole). As a reaction SMILES: [CH3:1][C:2]1[C:3]([C:19]([OH:21])=O)=[N:4][C:5]2[C:6]=1[C:7]([CH3:18])=[C:8]1[C:16]([CH:17]=2)=[C:15]2[C:10]([CH:11]=[CH:12][CH:13]=[CH:14]2)=[N:9]1.[C:22]([C:29]1[NH:30][CH:31]=[CH:32]N=1)([C:24]1NC=CN=1)=O.[N-:34]1C=C[N:36]=[CH:35]1.[H-].[Na+]>O1CCCC1>[CH3:1][C:2]1[C:3]([C:19]2[O:21][N:36]=[C:35]([C:24]3[CH:22]=[CH:29][N:30]=[CH:31][CH:32]=3)[N:34]=2)=[N:4][C:5]2[C:6]=1[C:7]([CH3:18])=[C:8]1[C:16]([CH:17]=2)=[C:15]2[C:10]([CH:11]=[CH:12][CH:13]=[CH:14]2)=[N:9]1 |f:3.4|. Procedure: 3,4-Dimethylpyrrolo[3,2-b]carbazole-2-carboxylic acid (0.556 g, 2 mmol), (prepared as described in WO93/01512) and carbonyl diimidazole (0.37 g, 2.2 mmol) were dissolved in freshly distilled tetrahydrofuran (10 ml) in an oven-dried flask under a nitrogen atmosphere. The resulting orange solution was stirred at room temperature for 2 hours, by which time it was an orange suspension, and complete conversion of the acid to the imidazolide intermediate was verified by TLC. Meanwhile, in a second ove... The reactants are CC1(C)C(=O)N(Br)C(=O)N1Br, CC(=O)OC1CC2=CCC3C4CCC(C(C)CCCC(C)C)C4(C)CCC3C2(C)C(OC(C)=O)C1OC(C)=O, c1ccccc1. Yields the product CC(=O)OC1CC2=CC=C3C4CCC(C(C)CCCC(C)C)C4(C)CCC3C2(C)C(OC(C)=O)C1OC(C)=O. As a reaction SMILES: [Br:40][N:41]1[C:42]([CH3:43])([CH3:44])[C:45](=[O:46])[N:47]([Br:48])[C:49]1=[O:50].[C:1]([CH3:2])(=[O:3])[O:4][CH:5]1[CH:6]([O:36][C:37]([CH3:38])=[O:39])[CH:7]([O:32][C:33]([CH3:34])=[O:35])[CH2:8][C:9]2=[CH:10][CH2:11][CH:12]3[CH:13]4[CH2:14][CH2:15][CH:16]([CH:17]([CH2:18][CH2:19][CH2:20][CH:21]([CH3:22])[CH3:23])[CH3:24])[C:25]4([CH3:31])[CH2:26][CH2:27][CH:28]3[C:29]12[CH3:30].[cH:51]1[cH:52][cH:53][cH:54][cH:55][cH:56]1>>[C:1]([CH3:2])(=[O:3])[O:4][CH:5]1[CH:6]([O:36][C:37]([CH3:38])=[O:39])[CH:7]([O:32][C:33]([CH3:34])=[O:35])[CH2:8][C:9]2=[CH:10][CH:11]=[C:12]3[CH:13]4[CH2:14][CH2:15][CH:16]([CH:17]([CH2:18][CH2:19][CH2:20][CH:21]([CH3:22])[CH3:23])[CH3:24])[C:25]4([CH3:31])[CH2:26][CH2:27][CH:28]3[C:29]12[CH3:30]. The reactants are O=C(CBr)OCc1ccccc1, CCCCCC, CC(C)C1COC(=O)N1C(=O)CCc1ccccc1, CC(C)NC(C)C, [Cl-], [Li]CCCC, [NH4+], C1CCOC1. Yields the product CC(C)C1COC(=O)N1C(=O)C(CC(=O)OCc1ccccc1)Cc1ccccc1. As a reaction SMILES: [Br:32][CH2:33][C:34](=[O:35])[O:36][CH2:37][c:38]1[cH:39][cH:40][cH:41][cH:42][cH:43]1.[CH3:46][CH2:47][CH2:48][CH2:49][CH2:50][CH3:51].[CH:13]([CH3:14])([CH3:15])[CH:16]1[N:17]([C:22]([CH2:23][CH2:24][c:25]2[cH:26][cH:27][cH:28][cH:29][cH:30]2)=[O:31])[C:18](=[O:21])[O:19][CH2:20]1.[CH:6]([NH:7][CH:8]([CH3:9])[CH3:10])([CH3:11])[CH3:12].[Cl-:44].[Li:1][CH2:2][CH2:3][CH2:4][CH3:5].[NH4+:45].[O:52]1[CH2:53][CH2:54][CH2:55][CH2:56]1>>[CH:13]([CH3:14])([CH3:15])[CH:16]1[N:17]([C:22]([CH:23]([CH2:24][c:25]2[cH:26][cH:27][cH:28][cH:29][cH:30]2)[CH2:33][C:34](=[O:35])[O:36][CH2:37][c:38]2[cH:39][cH:40][cH:41][cH:42][cH:43]2)=[O:31])[C:18](=[O:21])[O:19][CH2:20]1.